describe an organic reaction: reactants, conditions, products, and yield From a dataset of the Open Reaction Database (ORD), a public repository of structured organic reaction records. Reactants: BrC(Br)(Br)Br, COc1ccccc1CO, ClCCl, c1ccc(P(c2ccccc2)c2ccccc2)cc1. The product is COc1ccccc1CBr. As a reaction SMILES: [C:30]([Br:31])([Br:32])([Br:33])[Br:34].[CH3:1][O:2][c:3]1[c:4]([CH2:5][OH:6])[cH:7][cH:8][cH:9][cH:10]1.[Cl:35][CH2:36][Cl:37].[c:11]1([P:12]([c:13]2[cH:14][cH:15][cH:16][cH:17][cH:18]2)[c:19]2[cH:20][cH:21][cH:22][cH:23][cH:24]2)[cH:25][cH:26][cH:27][cH:28][cH:29]1>>[CH3:1][O:2][c:3]1[c:4]([CH2:5][Br:31])[cH:7][cH:8][cH:9][cH:10]1. Reactants: CC1(C2CCC(=C)C1C2)C (β-pinene), C=O (paraformaldehyde). Product: OCCC=1[C@H]2C([C@H](CC1)C2)(C)C ((1R,5R)-10-hydroxymethyl-2-pinene). Reaction SMILES: [CH3:1][C:2]1([CH3:10])[CH:8]2[CH2:9][CH:3]1[CH2:4][CH2:5][C:6]2=[CH2:7].[CH2:11]=[O:12]>>[OH:12][CH2:11][CH2:7][C:6]1[C@@H:8]2[CH2:9][C@@H:3]([CH2:4][CH:5]=1)[C:2]2([CH3:10])[CH3:1]. Reported procedure: A mixture of β-pinene (32 ml) and paraformaldehyde (4 g) in sealed tube was reacted for 18 hrs at 180° C. The reaction solution was distilled to give the title compound (15.5 g) having the following physical data: The reactants are C1(=CC=C(C=C1)S(=O)(=O)OCCOCCOCC)C (2-(2 -Ethoxyethoxy)ethyl p-toluenesulphonate), C(C1=CC=CC=C1)N(CC(=O)C1=CC=C(C(C(=O)N)=C1)O)CC1=CC=CC=C1 (5-(N,N-dibenzylglycyl)salicylamide), [H-].[Na+] (sodium hydride). Run in CN(C=O)C (dimethylformamide), CN(C=O)C (dimethylformamide). Product: C(C1=CC=CC=C1)N(CC(=O)C=1C=CC(=C(C(=O)N)C1)OCCOCCOCC)CC1=CC=CC=C1 (5-(N,N-Dibenzylglycyl)-2-[2-(2-ethoxyethoxy)ethoxy] benzamide). The yield is 93.1%. As a reaction SMILES: [CH2:1]([N:8]([CH2:22][C:23]1[CH:28]=[CH:27][CH:26]=[CH:25][CH:24]=1)[CH2:9][C:10]([C:12]1[CH:20]=[C:16]([C:17]([NH2:19])=[O:18])[C:15]([OH:21])=[CH:14][CH:13]=1)=[O:11])[C:2]1[CH:7]=[CH:6][CH:5]=[CH:4][CH:3]=1.[H-].[Na+].C1(C)C=CC(S(O[CH2:41][CH2:42][O:43][CH2:44][CH2:45][O:46][CH2:47][CH3:48])(=O)=O)=CC=1>CN(C)C=O>[CH2:22]([N:8]([CH2:1][C:2]1[CH:3]=[CH:4][CH:5]=[CH:6][CH:7]=1)[CH2:9][C:10]([C:12]1[CH:13]=[CH:14][C:15]([O:21][CH2:41][CH2:42][O:43][CH2:44][CH2:45][O:46][CH2:47][CH3:48])=[C:16]([CH:20]=1)[C:17]([NH2:19])=[O:18])=[O:11])[C:23]1[CH:28]=[CH:27][CH:26]=[CH:25][CH:24]=1 |f:1.2|. Procedure: A solution of 5-(N,N-dibenzylglycyl)salicylamide (10 g.) in dimethylformamide (75 ml) was added dropwise to a stirred suspension of sodium hydride (0.875 g) in dimethylformamide (25 ml). 2-(2 -Ethoxyethoxy)ethyl p-toluenesulphonate (12.75 g) was then added and the solution heated at 100° for 2 hours. The solvent was evaporated to give a yellow oily solid which was partitioned between ethyl acetate and water. The ethyl acetate layer was dried (MgSO4), concentrated to 30 ml and chromatographed on ...